describe an organic reaction: reactants, conditions, products, and yield From a dataset of the Open Reaction Database (ORD), a public repository of structured organic reaction records. Reactants: COc1ccc(CN(Cc2cc(F)ccc2Oc2ccc3c(cnn3C)c2)C(=O)N(C)c2cc(C(C)(C)C)nn2-c2ccc(C)cc2)cc1, COc1ccccc1, O=C(O)C(F)(F)F. Yields the product Cc1ccc(-n2nc(C(C)(C)C)cc2N(C)C(=O)NCc2cc(F)ccc2Oc2ccc3c(cnn3C)c2)cc1. As a reaction SMILES: [C:1]([CH3:2])([CH3:3])([CH3:4])[c:5]1[cH:6][c:7]([N:17]([C:18](=[O:19])[N:20]([CH2:21][c:22]2[cH:23][cH:24][c:25]([O:26][CH3:27])[cH:28][cH:29]2)[CH2:30][c:31]2[c:32]([O:38][c:39]3[cH:40][c:41]4[cH:42][n:43][n:44]([CH3:48])[c:45]4[cH:46][cH:47]3)[cH:33][cH:34][c:35]([F:37])[cH:36]2)[CH3:49])[n:8](-[c:10]2[cH:11][cH:12][c:13]([CH3:16])[cH:14][cH:15]2)[n:9]1.[CH3:50][O:51][c:52]1[cH:53][cH:54][cH:55][cH:56][cH:57]1.[OH:58][C:59]([C:60]([F:61])([F:62])[F:63])=[O:64]>>[C:1]([CH3:2])([CH3:3])([CH3:4])[c:5]1[cH:6][c:7]([N:17]([C:18](=[O:19])[NH:20][CH2:30][c:31]2[c:32]([O:38][c:39]3[cH:40][c:41]4[cH:42][n:43][n:44]([CH3:48])[c:45]4[cH:46][cH:47]3)[cH:33][cH:34][c:35]([F:37])[cH:36]2)[CH3:49])[n:8](-[c:10]2[cH:11][cH:12][c:13]([CH3:16])[cH:14][cH:15]2)[n:9]1. Reactants: O (Water), NC1=CC=C(C=C1)[C@H]1[C@@H](C1)C(=O)O (racemic-(trans)-2-(4-aminophenyl)cyclopropanecarboxylic acid), N1=C(C=CC=C1)C1=CC=C(C=O)C=C1 (4-(2-pyridinyl)benzaldehyde), [BH-](OC(=O)C)(OC(=O)C)OC(=O)C.[Na+] (NaB(OAc)3H). The solvent is ClCCl (dichloromethane), ClC(C)Cl (dichloroethane). Reaction conditions: time 2 hour. Product: N1=C(C=CC=C1)C1=CC=C(C=C1)CNC1=CC=C(C=C1)[C@H]1[C@@H](C1)C(=O)O (Racemic-(trans)-2-[4-({[4-(2-pyridinyl)phenyl]methyl}amino)phenyl]cyclopropanecarboxylic Acid). Yield: 22.3%. As a reaction SMILES: [NH2:1][C:2]1[CH:7]=[CH:6][C:5]([C@@H:8]2[CH2:10][C@H:9]2[C:11]([OH:13])=[O:12])=[CH:4][CH:3]=1.[N:14]1[CH:19]=[CH:18][CH:17]=[CH:16][C:15]=1[C:20]1[CH:27]=[CH:26][C:23]([CH:24]=O)=[CH:22][CH:21]=1.[BH-](OC(C)=O)(OC(C)=O)OC(C)=O.[Na+].O>ClC(Cl)C.ClCCl>[N:14]1[CH:19]=[CH:18][CH:17]=[CH:16][C:15]=1[C:20]1[CH:21]=[CH:22][C:23]([CH2:24][NH:1][C:2]2[CH:3]=[CH:4][C:5]([C@@H:8]3[CH2:10][C@H:9]3[C:11]([OH:13])=[O:12])=[CH:6][CH:7]=2)=[CH:26][CH:27]=1 |f:2.3|. Procedure details: A suspension of racemic-(trans)-2-(4-aminophenyl)cyclopropanecarboxylic acid (I-1) (0.30 g, 1.69 mmol) and 4-(2-pyridinyl)benzaldehyde (0.37 g, 2.03 mmol) in dichloroethane (10 mL) were heated to reflux until a clear solution formed. The solution was cooled to RT then NaB(OAc)3H (0.54 g, 2.54 mmol) was added and stirred for 2 h. Water (50 mL) and dichloromethane (50 mL) were added and the organic layer was separated, dried over Na2SO4, filtered and concentrated. The crude material was purified o... The reactants are IC1=NN(C2=CC=C(C=C12)NS(=O)(=O)C1=C(C=CC=C1)S(=O)(=O)C)C(=O)OC(C)(C)C (tert-butyl 3-iodo-5-(2-methylsulfonylbenzenesulfonylamino)indazole-1-carboxylate), solid, tetrakis(triphenylphosphine)palladium[0], C(C)(C)(C)OC(=O)N1C(=CC=C1)B(O)O (1-(tert-butyloxycarbonyl)pyrrole-2-boronic acid), C(O)([O-])=O.[Na+] (sodium hydrogencarbonate). Procedure details: 2-Methylsulfonyl-N-[3-(1H-pyrrol-2-yl)-1H-indazol-5-yl]benzenesulfonamide can be obtained as described in Example 59 from 0.5 g of tert-butyl 3-iodo-5-(2-methylsulfonylbenzenesulfonylamino)indazole-1-carboxylate, 365 mg of 1-(tert-butyloxycarbonyl)pyrrole-2-boronic acid, 20 ml of dimethylformamide, 1.87 ml of saturated aqueous sodium hydrogencarbonate solution and 24.5 mg of tetrakis(triphenylphosphine)palladium[0]. 108 mg of 2-methylsulfonyl-N-[3-(1H-pyrrol-2-yl)-1H-indazol-5-yl]benzenesulfonam... Yields the product CS(=O)(=O)C1=C(C=CC=C1)S(=O)(=O)NC=1C=C2C(=NNC2=CC1)C=1NC=CC1 (2-methylsulfonyl-N-[3-(1H-pyrrol-2-yl)-1H-indazol-5-yl]benzenesulfonamide). Run in CN(C=O)C (dimethylformamide). The yield is 29.9%. As a reaction SMILES: I[C:2]1[C:10]2[C:5](=[CH:6][CH:7]=[C:8]([NH:11][S:12]([C:15]3[CH:20]=[CH:19][CH:18]=[CH:17][C:16]=3[S:21]([CH3:24])(=[O:23])=[O:22])(=[O:14])=[O:13])[CH:9]=2)[N:4](C(OC(C)(C)C)=O)[N:3]=1.C(OC([N:39]1[CH:43]=[CH:42][CH:41]=[C:40]1B(O)O)=O)(C)(C)C.C(=O)([O-])O.[Na+]>CN(C)C=O>[CH3:24][S:21]([C:16]1[CH:17]=[CH:18][CH:19]=[CH:20][C:15]=1[S:12]([NH:11][C:8]1[CH:9]=[C:10]2[C:5](=[CH:6][CH:7]=1)[NH:4][N:3]=[C:2]2[C:40]1[NH:39][CH:43]=[CH:42][CH:41]=1)(=[O:14])=[O:13])(=[O:23])=[O:22] |f:2.3|. The reactants are CCCCOCCOc1ccc(-c2ccc3c(c2)C=C(C(=O)Nc2ccc(SCc4nc(CC(F)(F)F)c[nH]4)cc2)CCN3CC(C)C)cc1, ClCCl, [Na+], [Na+], O=C(OO)c1cccc(Cl)c1, O=S([O-])([O-])=S. The product is CCCCOCCOc1ccc(-c2ccc3c(c2)C=C(C(=O)Nc2ccc(S(=O)Cc4nc(CC(F)(F)F)c[nH]4)cc2)CCN3CC(C)C)cc1. Reaction SMILES: [CH2:1]([CH2:2][CH2:3][CH3:4])[O:5][CH2:6][CH2:7][O:8][c:9]1[cH:10][cH:11][c:12](-[c:15]2[cH:16][cH:17][c:18]3[c:19]([cH:50]2)[CH:20]=[C:21]([C:29](=[O:30])[NH:31][c:32]2[cH:33][cH:34][c:35]([S:38][CH2:39][c:40]4[nH:41][cH:42][c:43]([CH2:45][C:46]([F:47])([F:48])[F:49])[n:44]4)[cH:36][cH:37]2)[CH2:22][CH2:23][N:24]3[CH2:25][CH:26]([CH3:27])[CH3:28])[cH:13][cH:14]1.[Cl:69][CH2:70][Cl:71].[Na+:67].[Na+:68].[OH:51][O:52][C:53]([c:54]1[cH:55][c:56]([Cl:57])[cH:58][cH:59][cH:60]1)=[O:61].[S:62]([O-:63])([O-:64])(=[O:65])=[S:66]>>[CH2:1]([CH2:2][CH2:3][CH3:4])[O:5][CH2:6][CH2:7][O:8][c:9]1[cH:10][cH:11][c:12](-[c:15]2[cH:16][cH:17][c:18]3[c:19]([cH:50]2)[CH:20]=[C:21]([C:29](=[O:30])[NH:31][c:32]2[cH:33][cH:34][c:35]([S:38]([CH2:39][c:40]4[nH:41][cH:42][c:43]([CH2:45][C:46]([F:47])([F:48])[F:49])[n:44]4)=[O:51])[cH:36][cH:37]2)[CH2:22][CH2:23][N:24]3[CH2:25][CH:26]([CH3:27])[CH3:28])[cH:13][cH:14]1. RXN SMILES: [C:29](=[O:30])([O-:31])[O-:32].[C:37].[CH2:1]([c:2]1[cH:3][cH:4][cH:5][cH:6][cH:7]1)[O:8][C:9](=[O:10])[c:11]1[n:12](-[c:16]2[cH:17][c:18]([C:19](=[O:20])[N:21]=[C:22]([NH2:23])[NH2:24])[cH:25][cH:26][cH:27]2)[cH:13][cH:14][cH:15]1.[CH3:35][OH:36].[K+:33].[K+:34].[OH2:28].[Pd:38]>>[O:8]=[C:9]([OH:10])[c:11]1[n:12](-[c:16]2[cH:17][c:18]([C:19](=[O:20])[N:21]=[C:22]([NH2:23])[NH2:24])[cH:25][cH:26][cH:27]2)[cH:13][cH:14][cH:15]1. The product is NC(N)=NC(=O)c1cccc(-n2cccc2C(=O)O)c1. Reactants: O=C([O-])[O-], C, NC(N)=NC(=O)c1cccc(-n2cccc2C(=O)OCc2ccccc2)c1, CO, [K+], [K+], O, [Pd].